Dataset: the Open Reaction Database (ORD), a public repository of structured organic reaction records. Task: describe an organic reaction: reactants, conditions, products, and yield Starting materials: BrC=1C=NC=C(C1)CSCC (3-bromo-5-[(ethylsulfanyl)methyl]pyridine), OOS(=O)[O-].[K+] (OXONE), CC(=O)C (acetone). Conditions: time 8 hour. Product: BrC=1C=NC=C(C1)CS(=O)(=O)CC (3-bromo-5-[(ethylsulfonyl)methyl]pyridine). RXN SMILES: [Br:1][C:2]1[CH:3]=[N:4][CH:5]=[C:6]([CH2:8]SCC)[CH:7]=1.O[O:13][S:14]([O-:16])=O.[K+].[CH3:18][C:19](C)=O>>[Br:1][C:2]1[CH:3]=[N:4][CH:5]=[C:6]([CH2:8][S:14]([CH2:18][CH3:19])(=[O:16])=[O:13])[CH:7]=1 |f:1.2|. Procedure: To a solution of the title compound from Example 62 Step B (96 mg, 0.41 mmol) in acetone (2.0 mL) was added OXONE® (763 mg, 1.24 mmol). The reaction was stirred at room temperature overnight, then filtered and concentrated under reduced pressure to provide the title compound: LCMS m/z 265.91 [M+2+H]+; 1H NMR (500 MHz, CDCl3) δ 8.72 (s, 1H), 8.53 (s, 1H), 8.00 (s, 1H), 4.19 (s, 2H), 2.96 (q, J=7.4, 2H), 1.43 (t, J=7.4, 3H). Starting materials: COC(=O)C(C)C(=O)OC, Cc1ccccc1, O=[N+]([O-])C=Cc1ccccc1. The product is COC(=O)C(C)(C(=O)OC)C(C[N+](=O)[O-])c1ccccc1. Reaction SMILES: [CH3:12][CH:13]([C:14](=[O:15])[O:16][CH3:17])[C:18](=[O:19])[O:20][CH3:21].[CH3:22][c:23]1[cH:24][cH:25][cH:26][cH:27][cH:28]1.[N+:1](=[O:2])([O-:3])[CH:4]=[CH:5][c:6]1[cH:7][cH:8][cH:9][cH:10][cH:11]1>>[N+:1](=[O:2])([O-:3])[CH2:4][CH:5]([c:6]1[cH:7][cH:8][cH:9][cH:10][cH:11]1)[C:13]([CH3:12])([C:14](=[O:15])[O:16][CH3:17])[C:18](=[O:19])[O:20][CH3:21]. The product is C(\C=C\C(=O)O)(=O)O.ClC1=CC(=C(C#N)C=C1)OC1=C(C(=CC=C1)CN(C)C)CC (4-Chloro-2-(3-dimethylaminomethyl-2-ethylphenoxy)benzonitrile fumarate). Procedure details: 4-Chloro-2-fluorobenzonitrile (0.82 g, 5.27 mmol), 3-dimethylaminomethyl-2-ethylphenol hydrobromide (1.37 g, 5.27 mmol) and cesium carbonate (3.43 g, 10.5 mmol) were heated with stirring in dry DMF (8 mL) at 50° C. for 4 h. The reaction mixture was cooled, poured into 0.1N sodium hydroxide solution and extracted with diethyl ether. The ether layer was separated, washed with 1N sodium hydroxide solution (2×), water (3×), brine (1×), and dried over MgSO4. After filtration, the solvent was removed ... As a reaction SMILES: [Cl:1][C:2]1[CH:9]=[CH:8][C:5]([C:6]#[N:7])=[C:4](F)[CH:3]=1.Br.[CH3:12][N:13]([CH2:15][C:16]1[C:17]([CH2:23][CH3:24])=[C:18]([OH:22])[CH:19]=[CH:20][CH:21]=1)[CH3:14].[C:25](=[O:28])([O-:27])[O-].[Cs+].[Cs+].[OH-:31].[Na+]>CN(C=O)C>[C:18]([OH:22])(=[O:31])/[CH:19]=[CH:20]/[C:25]([OH:27])=[O:28].[Cl:1][C:2]1[CH:9]=[CH:8][C:5]([C:6]#[N:7])=[C:4]([O:22][C:18]2[CH:19]=[CH:20][CH:21]=[C:16]([CH2:15][N:13]([CH3:14])[CH3:12])[C:17]=2[CH2:23][CH3:24])[CH:3]=1 |f:1.2,3.4.5,6.7,9.10|. Solvent: CN(C)C=O (DMF). The reactants are ClC1=CC(=C(C#N)C=C1)F (4-Chloro-2-fluorobenzonitrile), Br.CN(C)CC=1C(=C(C=CC1)O)CC (3-dimethylaminomethyl-2-ethylphenol hydrobromide), C([O-])([O-])=O.[Cs+].[Cs+] (cesium carbonate), [OH-].[Na+] (sodium hydroxide). Starting materials: BrC1=CC(=C(C=C1)C1=CC=CC=C1)F (4-bromo-2-fluorobiphenyl), [Mg] (magnesium), Grignard reagent, C(CC)[C@@H]1CC[C@H](CC1)CC(=O)Cl (trans-4-propylcyclohexylacetyl chloride), cuprous chloride, II (iodine). Run in O1CCCC1 (tetrahydrofuran), O1CCCC1 (tetrahydrofuran), O (water), O1CCCC1 (tetrahydrofuran). Conditions: temperature -60 celsius, time 90 minute. Yields the product FC1=C(C=CC(=C1)[C@@H]1CC[C@H](CC1)CCC)C1=CC=CC=C1 (2-Fluoro-4-(trans-4-n-propylcyclohexyl)biphenyl). As a reaction SMILES: Br[C:2]1[CH:7]=[CH:6][C:5]([C:8]2[CH:13]=[CH:12][CH:11]=[CH:10][CH:9]=2)=[C:4]([F:14])[CH:3]=1.[Mg].II.[CH2:18]([C@H:21]1[CH2:26][CH2:25][C@H:24](CC(Cl)=O)[CH2:23][CH2:22]1)[CH2:19][CH3:20]>O1CCCC1.O>[F:14][C:4]1[CH:3]=[C:2]([C@H:24]2[CH2:25][CH2:26][C@H:21]([CH2:18][CH2:19][CH3:20])[CH2:22][CH2:23]2)[CH:7]=[CH:6][C:5]=1[C:8]1[CH:13]=[CH:12][CH:11]=[CH:10][CH:9]=1. Procedure: A solution of 4-bromo-2-fluorobiphenyl (38.1 gram) in tetrahydrofuran (60 ml) was added over 20 minutes to magnesium turnings (4 gram) suspended in tetrahydrofuran (20 ml), reaction being initiated by adding a crystal of iodine and warming as usual. This Grignard reagent was now added to a solution of trans-4-propylcyclohexylacetyl chloride (40 gram) and cuprous chloride (0.4 gram) in tetrahydrofuran (200 ml) with stirring at -60° C. over 90 minutes. After allowing to warm to room temperature ov... Reactants: ClC1=C(OC(C(=O)O)C)C=C(C(=C1)F)C1=NN(C(=C1Cl)C(F)(F)F)C (2-(2-chloro-5-(4-chloro-1-methyl-5-(tri-fluoromethyl)-1H-pyrazol-3-yl)-4-fluorophenoxy)-propanoic acid), C(C(=O)Cl)(=O)Cl (oxalyl chloride), CN (methyl amine). Reagents/catalysts: CN(C)C=O (DMF). The solvent is C(Cl)Cl (methylene chloride), C1CCOC1 (THF), O (water), C1CCOC1 (THF). Product: ClC1=C(OC(C(=O)NC)C)C=C(C(=C1)F)C1=NN(C(=C1Cl)C(F)(F)F)C (2-(2-chloro-5-(4-chloro-1-methyl-5-(trifluoromethyl)- 1H-pyrazol-3-yl)-4-fluorophenoxy)-N-methyl-propanamide). Yield: 99.0%. Reaction SMILES: [Cl:1][C:2]1[CH:13]=[C:12]([F:14])[C:11]([C:15]2[C:19]([Cl:20])=[C:18]([C:21]([F:24])([F:23])[F:22])[N:17]([CH3:25])[N:16]=2)=[CH:10][C:3]=1[O:4][CH:5]([CH3:9])[C:6](O)=[O:7].C(Cl)(=O)C(Cl)=O.[CH3:32][NH2:33]>C(Cl)Cl.CN(C=O)C.C1COCC1.O>[Cl:1][C:2]1[CH:13]=[C:12]([F:14])[C:11]([C:15]2[C:19]([Cl:20])=[C:18]([C:21]([F:24])([F:23])[F:22])[N:17]([CH3:25])[N:16]=2)=[CH:10][C:3]=1[O:4][CH:5]([CH3:9])[C:6]([NH:33][CH3:32])=[O:7]. Procedure details: To a solution of 0.8 g (2.0 mmole) of the product of step A in 100 mL methylene chloride was added 0.5 mL (6.0 mmole) oxalyl chloride over 5 minutes, causing the evolution of gas. When this evolution ceased, one drop of DMF was added and the solution stirred until the gas evolution ceased. The solution was stripped to dryness in vacuo. The residue was dissolved in 10 mL THF and added to a solution of 5 mL 40% aqueous methyl amine and 10 mL THF at 0° C. over 5 minutes. The reaction mixture was al...